Dataset: the Open Reaction Database (ORD), a public repository of structured organic reaction records. Task: describe an organic reaction: reactants, conditions, products, and yield As a reaction SMILES: FC(F)(F)C(O)=O.[NH:8]([C:15]1[C:20]([Br:21])=[CH:19][N:18]=[C:17]([NH:22][C:23]2[CH:28]=[CH:27][C:26]([C:29]#[C:30][CH2:31][NH:32]C(OC(C)(C)C)=O)=[CH:25][CH:24]=2)[N:16]=1)[C:9]1[CH:14]=[CH:13][CH:12]=[CH:11][CH:10]=1>C(Cl)Cl>[NH:8]([C:15]1[C:20]([Br:21])=[CH:19][N:18]=[C:17]([NH:22][C:23]2[CH:24]=[CH:25][C:26]([C:29]#[C:30][CH2:31][NH2:32])=[CH:27][CH:28]=2)[N:16]=1)[C:9]1[CH:14]=[CH:13][CH:12]=[CH:11][CH:10]=1. The reactants are FC(C(=O)O)(F)F (Trifluoroacetic acid), N(C1=CC=CC=C1)C1=NC(=NC=C1Br)NC1=CC=C(C=C1)C#CCNC(=O)OC(C)(C)C (4-anilino-5-bromo-2-{4-[3-(t-butoxycarbonylamino)-1-propynyl]anilino}pyrimidine). Reported procedure: Trifluoroacetic acid (0.25 ml) was added to a solution of 4-anilino-5-bromo-2-{4-[3-(t-butoxycarbonylamino)-1-propynyl]anilino}pyrimidine (Method 25; 30 mg, 0.06 mmol) in DCM (1 ml). The solution was left to stand for 3 hours and volatile material was removed by evaporation. The residue was triturated with diethyl ether to give the product as a trifluoroacetate salt (25 mg, 81%). NMR: 4.0 (m, 2H), 7.2 (m, 2H), 7.4 (m, 2H), 7.5-7.7 (m, 4H), 7.8 (m, 1H), 8.2 (br s, 2H), 8.7 (s, 1H), 9.6 (s, 1H); M... Yield: 105.7%. The product is N(C1=CC=CC=C1)C1=NC(=NC=C1Br)NC1=CC=C(C=C1)C#CCN (4-Anilino-5-bromo-2-[4-(3-amino-1-propynyl)anilino]pyrimidine). Run at time 3 hour. Solvent: C(Cl)Cl (DCM). Starting materials: CC(=O)c1nc2cc(C)ccc2n1C1CCN(C(=O)OC(C)(C)C)CC1, ClCCl, O=C(O)C(F)(F)F. Yields the product CC(=O)c1nc2cc(C)ccc2n1C1CCNCC1. RXN SMILES: [C:1]([O:2][C:3](=[O:4])[N:8]1[CH2:9][CH2:10][CH:11]([n:14]2[c:15]([C:24]([CH3:25])=[O:26])[n:16][c:17]3[c:18]2[cH:19][cH:20][c:21]([CH3:23])[cH:22]3)[CH2:12][CH2:13]1)([CH3:5])([CH3:6])[CH3:7].[Cl:34][CH2:35][Cl:36].[OH:27][C:28]([C:29]([F:30])([F:31])[F:32])=[O:33]>>[NH:8]1[CH2:9][CH2:10][CH:11]([n:14]2[c:15]([C:24]([CH3:25])=[O:26])[n:16][c:17]3[c:18]2[cH:19][cH:20][c:21]([CH3:23])[cH:22]3)[CH2:12][CH2:13]1.